Task: describe an organic reaction: reactants, conditions, products, and yield. Dataset: the Open Reaction Database (ORD), a public repository of structured organic reaction records The reactants are BrC=1C=C(C=NC1)N1C2CN3CC(CC(C1)C3)C2 (4-(5-Bromopyridin-3-yl)-1,4-diazatricyclo[4.3.1.13,8]undecane), COC1=C(C=C(C=C1)B(O)O)C (4-methoxy-3-methylphenylboronic acid). Product: COC1=C(C=C(C=C1)C=1C=C(C=NC1)N1C2CN3CC(CC(C1)C3)C2)C (4-[5-(4-methoxy-3-methylphenyl)pyridin-3-yl]-1,4-diazatricyclo[4.3.1.13,8]undecane). RXN SMILES: Br[C:2]1[CH:3]=[C:4]([N:8]2[CH2:16][CH:15]3[CH2:17][N:11]4[CH2:12][CH:13]([CH2:18][CH:9]2[CH2:10]4)[CH2:14]3)[CH:5]=[N:6][CH:7]=1.[CH3:19][O:20][C:21]1[CH:26]=[CH:25][C:24](B(O)O)=[CH:23][C:22]=1[CH3:30]>>[CH3:19][O:20][C:21]1[CH:26]=[CH:25][C:24]([C:2]2[CH:3]=[C:4]([N:8]3[CH2:16][CH:15]4[CH2:17][N:11]5[CH2:12][CH:13]([CH2:18][CH:9]3[CH2:10]5)[CH2:14]4)[CH:5]=[N:6][CH:7]=2)=[CH:23][C:22]=1[CH3:30]. Procedure details: The title compound was prepared from the product of Example 65A and 4-methoxy-3-methylphenylboronic acid according to General Method B: LC-MS Method D (ESI+) m/z 350.0 (M+H)+, retention time 1.42 minutes. RXN SMILES: [O:1]([CH2:9][CH2:10][CH:11]1[C:16](=[O:17])[NH:15][C:14]2[CH:18]=[C:19]([C:22]3[CH:27]=[CH:26][CH:25]=[CH:24][CH:23]=3)[CH:20]=[CH:21][C:13]=2[O:12]1)[Si](C(C)(C)C)(C)C.[Cl:28][C:29]1[CH:30]=[C:31]([CH:34]=[CH:35][CH:36]=1)[CH2:32]Br.[K+].[Br-]>>[Cl:28][C:29]1[CH:30]=[C:31]([CH:34]=[CH:35][CH:36]=1)[CH2:32][N:15]1[C:14]2[CH:18]=[C:19]([C:22]3[CH:23]=[CH:24][CH:25]=[CH:26][CH:27]=3)[CH:20]=[CH:21][C:13]=2[O:12][CH:11]([CH2:10][CH2:9][OH:1])[C:16]1=[O:17] |f:2.3|. Procedure: Prepared from 2-(2-tert-butyldimethylsiloxyethyl)-3,4-dihydro-3-oxo-6-phenyl-2H-1,4-benzoxazine by Methods F and G, alkylating with 3-chlorobenzyl bromide, to afford a white crystalline solid in 27% overall yield, mp 119°-121° C.; IR (KBr) 3517, 1659, 1487, 1435, 1387, 1282, 1260, 1060, 760 cm-1 ; 1H NMR (CDCl3) δ 2.22-2.38 (m, 3H), 3.95 (v br s, 2H), 4.90 (dd, J=7.6, 5.5 Hz, 1H), 5.18 (ABq, JAB =17.1 Hz, 2H), 7.04 (d, J=1.9 Hz, 1H), 7.08 (d, J=8.3 Hz, 1H), 7.15-7.42 (m, 10H); MH+ at m/z=394; An... The reactants are O([Si](C)(C)C(C)(C)C)CCC1OC2=C(NC1=O)C=C(C=C2)C2=CC=CC=C2 (2-(2-tert-butyldimethylsiloxyethyl)-3,4-dihydro-3-oxo-6-phenyl-2H-1,4-benzoxazine), H20ClNO3, ClC=1C=C(CBr)C=CC1 (3-chlorobenzyl bromide), [K+].[Br-] (KBr). Yields the product ClC=1C=C(CN2C(C(OC3=C2C=C(C=C3)C3=CC=CC=C3)CCO)=O)C=CC1 (4-(3-Chlorobenzyl)-3,4-dihydro-2-(2-hydroxyethyl)-3-oxo-6-phenyl-2H-1,4-benzoxazine).